This data is from the Open Reaction Database (ORD), a public repository of structured organic reaction records. The task is: describe an organic reaction: reactants, conditions, products, and yield Reactants: Cc1ccccc1[N+](=O)[O-], O=[N+]([O-])O. Product: Cc1cccc([N+](=O)[O-])c1[N+](=O)[O-]. RXN SMILES: [N+:1](=[O:2])([O-:3])[c:4]1[c:5]([CH3:10])[cH:6][cH:7][cH:8][cH:9]1.[OH:11][N+:12]([O-:13])=[O:14]>>[N+:1](=[O:2])([O-:3])[c:4]1[c:5]([CH3:10])[cH:6][cH:7][cH:8][c:9]1[N+:12](=[O:11])[O-:13]. Reactants: ClC1=C(C(=CC=C1)Cl)S (2,6-dichlorothiophenol), C([O-])([O-])=O.[K+].[K+] (potassium carbonate), BrC(C(Br)(F)F)(F)F (1,2-dibromotetrafluoroethane). Solvent: CN(C=O)C (N,N-dimethylformamide). Yields the product BrC(C(SC1=C(C=CC=C1Cl)Cl)(F)F)(F)F (2-(2-bromo-1,1,2,2-tetrafluoroethylthio)-1,3-dichlorobenzene). The yield is 35.2%. Reaction SMILES: [Cl:1][C:2]1[CH:7]=[CH:6][CH:5]=[C:4]([Cl:8])[C:3]=1[SH:9].C(=O)([O-])[O-].[K+].[K+].[Br:16][C:17]([F:23])([F:22])[C:18]([F:21])([F:20])Br>CN(C)C=O>[Br:16][C:17]([F:23])([F:22])[C:18]([F:21])([F:20])[S:9][C:3]1[C:2]([Cl:1])=[CH:7][CH:6]=[CH:5][C:4]=1[Cl:8] |f:1.2.3|. Procedure: In a manner similar to Step A of Example 1, the reaction of 26.0 g (0.25 mole) 2,6-dichlorothiophenol, 20.0 g (0.15 mole) potassium carbonate and 75.4 g (0.30 mole) 1,2-dibromotetrafluoroethane in 200 ml of N,N-dimethylformamide produced 31.5 g of 2-(2-bromo-1,1,2,2-tetrafluoroethylthio)-1,3-dichlorobenzene as an oil. The nmr and ir spectra were consistent with the proposed structure. Reactants: ClC1=C(C=C(C(=C1)Cl)OC(C)C(=O)OCC)N1C(C2=C(C1=O)CCCC2)=O (N-[2,4-dichloro-5-(1-ethoxycarbonylethyloxy)phenyl]-3,4,5,6-tetrahydrophthalimide), CS(=O)(=O)O (methanesulfonic acid), C(=O)O (formic acid). The solvent is O (water). Run at time 15 hour. The product is ClC1=C(C=C(C(=C1)Cl)OC(C)C(=O)O)N1C(C2=C(C1=O)CCCC2)=O (N-[2,4-dichloro-5-(1-carboxyethyloxy)phenyl]-3,4,5,6-tetrahydrophthalimide). Reaction SMILES: [Cl:1][C:2]1[CH:7]=[C:6]([Cl:8])[C:5]([O:9][CH:10]([C:12]([O:14]CC)=[O:13])[CH3:11])=[CH:4][C:3]=1[N:17]1[C:21](=[O:22])[C:20]2[CH2:23][CH2:24][CH2:25][CH2:26][C:19]=2[C:18]1=[O:27].CS(O)(=O)=O.C(O)=O>O>[Cl:1][C:2]1[CH:7]=[C:6]([Cl:8])[C:5]([O:9][CH:10]([C:12]([OH:14])=[O:13])[CH3:11])=[CH:4][C:3]=1[N:17]1[C:21](=[O:22])[C:20]2[CH2:23][CH2:24][CH2:25][CH2:26][C:19]=2[C:18]1=[O:27]. Procedure details: A mixture of 14.4 g. of N-[2,4-dichloro-5-(1-ethoxycarbonylethyloxy)phenyl]-3,4,5,6-tetrahydrophthalimide, 3.40 g. of methanesulfonic acid and 35 ml. of 86% formic acid was refluxed with stirring for 15 hours and the reaction mixture was cooled to room temperature and water was added and the product was extracted with ethyl acetate. The extract was concentrated under a reduced pressure and the oily product was admixed with n-hexane and was triturated to obtain the crystals. The product was recry... Reactants: CS(=O)(=O)C=1C=C(C=CC1)C1=CC=C(S1)CNS(=O)(=O)C1=C(C=CC=C1)C(F)(F)F (N-[5-(3-methanesulfonyl-phenyl)-thiophen-2-ylmethyl]-2-trifluoromethyl-benzenesulfonamide), FC1=C(CBr)C=CC=C1 (2-fluorobenzyl bromide), C([O-])([O-])=O.[Cs+].[Cs+] (cesium carbonate). Run in CN(C(C)=O)C (N,N-dimethylacetamide). Yields the product FC1=C(CN(S(=O)(=O)C2=C(C=CC=C2)C(F)(F)F)CC=2SC(=CC2)C2=CC(=CC=C2)S(=O)(=O)C)C=CC=C1 (N-(2-fluoro-benzyl)-N-[5-(3-methanesulfonyl-phenyl)-thiophen-2-ylmethyl]-2-trifluoromethyl-benzenesulfonamide). RXN SMILES: [CH3:1][S:2]([C:5]1[CH:6]=[C:7]([C:11]2[S:15][C:14]([CH2:16][NH:17][S:18]([C:21]3[CH:26]=[CH:25][CH:24]=[CH:23][C:22]=3[C:27]([F:30])([F:29])[F:28])(=[O:20])=[O:19])=[CH:13][CH:12]=2)[CH:8]=[CH:9][CH:10]=1)(=[O:4])=[O:3].[F:31][C:32]1[CH:39]=[CH:38][CH:37]=[CH:36][C:33]=1[CH2:34]Br.C(=O)([O-])[O-].[Cs+].[Cs+]>CN(C)C(=O)C>[F:31][C:32]1[CH:39]=[CH:38][CH:37]=[CH:36][C:33]=1[CH2:34][N:17]([CH2:16][C:14]1[S:15][C:11]([C:7]2[CH:8]=[CH:9][CH:10]=[C:5]([S:2]([CH3:1])(=[O:3])=[O:4])[CH:6]=2)=[CH:12][CH:13]=1)[S:18]([C:21]1[CH:26]=[CH:25][CH:24]=[CH:23][C:22]=1[C:27]([F:30])([F:28])[F:29])(=[O:20])=[O:19] |f:2.3.4|. Procedure details: In analogy to example 10, step 3, N-[5-(3-methanesulfonyl-phenyl)-thiophen-2-ylmethyl]-2-trifluoromethyl-benzenesulfonamide (example 27, step 1) was reacted with 2-fluorobenzyl bromide and cesium carbonate in N,N-dimethylacetamide to give N-(2-fluoro-benzyl)-N-[5-(3-methanesulfonyl-phenyl)-thiophen-2-ylmethyl]-2-trifluoromethyl-benzenesulfonamide as a light yellow oil. MS: 600.6 ([M+NH4]+) Product: CN(C)Cc1cccc(SCCN)n1. Reaction SMILES: [CH3:19][N:20]([CH3:21])[CH:22]=[O:23].[CH3:24][CH2:25][OH:26].[CH3:8][N:9]([CH3:10])[CH2:11][c:12]1[cH:13][cH:14][cH:15][c:16]([Cl:18])[n:17]1.[ClH:1].[H-:6].[NH2:2][CH2:3][CH2:4][SH:5].[Na+:7]>>[NH2:2][CH2:3][CH2:4][S:5][c:16]1[cH:15][cH:14][cH:13][c:12]([CH2:11][N:9]([CH3:8])[CH3:10])[n:17]1. Starting materials: CN(C)C=O, CCO, CN(C)Cc1cccc(Cl)n1, Cl, [H-], NCCS, [Na+].